This data is from the Open Reaction Database (ORD), a public repository of structured organic reaction records. The task is: describe an organic reaction: reactants, conditions, products, and yield Reactants: CCCCCC (hexane), BrC=1C=C2C(=CC(NC2=CC1)=O)C (6-bromo-4-methyl-2-(1H)-quinolinone), [NH4+].[OH-] (NH4OH), ice, C(Cl)Cl (CH2Cl2). Run in O=P(Cl)(Cl)Cl (POCl3), O=P(Cl)(Cl)Cl (POCl3), C(C)O (ethanol). Yields the product BrC=1C=C2C(=CC(=NC2=CC1)Cl)C (6-Bromo-2-chloro-4-methylquinoline). As a reaction SMILES: [Br:1][C:2]1[CH:3]=[C:4]2[C:9](=[CH:10][CH:11]=1)[NH:8][C:7](=O)[CH:6]=[C:5]2[CH3:13].[NH4+].[OH-].CCCCCC.C(Cl)[Cl:23]>O=P(Cl)(Cl)Cl.C(O)C>[Br:1][C:2]1[CH:3]=[C:4]2[C:9](=[CH:10][CH:11]=1)[N:8]=[C:7]([Cl:23])[CH:6]=[C:5]2[CH3:13] |f:1.2|. Reported procedure: A 0.46 g, (0.0019 mole) sample of 6-bromo-4-methyl-2-(1H)-quinolinone was dissolved in 3.0 ml POCl3 under N2 with stirring and heated to reflux for 2 hours. The solution solidified into a purple gum; 2.0 ml of extra POCl3 was added to dissolve the solid. The solution was then slowly poured onto a vigorously stirred slurry of 8 ml concentrated NH4OH and approximately 75 g of ice. An immediate pink crystalline solid formed. The slurry was transferred to a separatory funnel and extracted with five ...